Task: describe an organic reaction: reactants, conditions, products, and yield. Dataset: the Open Reaction Database (ORD), a public repository of structured organic reaction records Conditions: time 3 hour. RXN SMILES: [F:1][C:2]1[CH:7]=[CH:6][C:5]([CH2:8][N:9]2[C:13]3[CH:14]=[CH:15][CH:16]=[CH:17][C:12]=3[N:11]=[C:10]2[CH2:18][CH:19]2[CH2:24][CH2:23][NH:22][CH2:21][CH2:20]2)=[CH:4][CH:3]=1.[C:25](=[O:28])([O-:27])[O-].[Na+].[Na+].CC(C)C[C:34](=[O:36])C.Cl[CH2:39][CH2:40][CH2:41][O:42][C:43]1[CH:48]=[CH:47][C:46]([F:49])=[CH:45][CH:44]=1>O>[C:34]([OH:36])(=[O:42])[C:25]([OH:27])=[O:28].[F:49][C:46]1[CH:47]=[CH:48][C:43]([O:42][CH2:41][CH2:40][CH2:39][N:22]2[CH2:21][CH2:20][CH:19]([CH2:18][C:10]3[N:9]([CH2:8][C:5]4[CH:6]=[CH:7][C:2]([F:1])=[CH:3][CH:4]=4)[C:13]4[CH:14]=[CH:15][CH:16]=[CH:17][C:12]=4[N:11]=3)[CH2:24][CH2:23]2)=[CH:44][CH:45]=1 |f:1.2.3,7.8|. Reported procedure: A mixture of 6.5 parts of 1-[(4-fluorophenyl)methyl]-2-(4-piperidinylmethyl)-1H-benzimidazole, 4.2 parts of sodium carbonate and 120 parts of 4-methyl-2-pentanone was stirred and refluxed for 30 minutes using a water separator. 5.2 Parts of 1-(3-chloropropoxy)-4-fluorobenzene were added at reflux temperature and stirring was continued for 3 hours at this temperature using a water separator. After cooling to room temperature, the salts were filtered off and the filtrate was washed twice with wate... The reactants are FC1=CC=C(C=C1)CN1C(=NC2=C1C=CC=C2)CC2CCNCC2 (1-[(4-fluorophenyl)methyl]-2-(4-piperidinylmethyl)-1H-benzimidazole), C([O-])([O-])=O.[Na+].[Na+] (sodium carbonate), CC(CC(C)=O)C (4-methyl-2-pentanone), ClCCCOC1=CC=C(C=C1)F (1-(3-chloropropoxy)-4-fluorobenzene). Solvent: O (water), O (water). The yield is 53.0%. Product: C(C(=O)O)(=O)O.FC1=CC=C(OCCCN2CCC(CC2)CC2=NC3=C(N2CC2=CC=C(C=C2)F)C=CC=C3)C=C1 (2-[[1-[3-(4-fluorophenoxy)propyl]-4-piperidinyl]methyl]-1-[(4-fluorophenyl)methyl]-1H-benzimidazole ethanedioate). Starting materials: C(=O)(O)[O-].[Na+] (NaHCO3), Cl.Cl.C1(=CC=CC=C1)[C@@H]1NCCC[C@@H]1N ((2S,3S)-2-Phenylpiperidin-3-amine dihydrochloride), O(C1=CC=CC=C1)C1=C(C=O)C=C(C=C1)C(F)(F)F (2-Phenoxy-5-(trifluoromethyl)benzaldehyde), [BH-](OC(=O)C)(OC(=O)C)OC(=O)C.[Na+] (NaBH(OAc)3). Solvent: C(Cl)Cl (CH2Cl2). Run at time 3 hour. Yields the product O(C1=CC=CC=C1)C1=C(CN[C@@H]2[C@@H](NCCC2)C2=CC=CC=C2)C=C(C=C1)C(F)(F)F ((2S,3S)-3-(2-phenoxy-5-(trifluoromethyl)benzyl)amino2-phenylpiperidine). RXN SMILES: Cl.Cl.[C:3]1([C@H:9]2[C@@H:14]([NH2:15])[CH2:13][CH2:12][CH2:11][NH:10]2)[CH:8]=[CH:7][CH:6]=[CH:5][CH:4]=1.[O:16]([C:23]1[CH:30]=[CH:29][C:28]([C:31]([F:34])([F:33])[F:32])=[CH:27][C:24]=1[CH:25]=O)[C:17]1[CH:22]=[CH:21][CH:20]=[CH:19][CH:18]=1.[BH-](OC(C)=O)(OC(C)=O)OC(C)=O.[Na+].C([O-])(O)=O.[Na+]>C(Cl)Cl>[O:16]([C:23]1[CH:30]=[CH:29][C:28]([C:31]([F:32])([F:33])[F:34])=[CH:27][C:24]=1[CH2:25][NH:15][C@H:14]1[CH2:13][CH2:12][CH2:11][NH:10][C@H:9]1[C:3]1[CH:4]=[CH:5][CH:6]=[CH:7][CH:8]=1)[C:17]1[CH:18]=[CH:19][CH:20]=[CH:21][CH:22]=1 |f:0.1.2,4.5,6.7|. Procedure details: To a stirred suspension of Compound 1 (150 mg, 0.60 mmol) and Compound 6 (160 mg, 0.60 mmol) in dry CH2Cl2 (6 ml) was added NaBH(OAc)3 (179 mg, 0.84 mmol) portionwise under nitrogen at room temperature. The reaction mixture was stirred at room temperature for 3 hr. This was basified with sat. NaHCO3 aq., extracted with CH2Cl2, dried with MgSO4, and concentrated to give crude (2S,3S)-3-(2-phenoxy-5-(trifluoromethyl)benzyl)amino2-phenylpiperidine as a yellow oil. This was purified with chromatogra... Reaction SMILES: [CH3:32][NH:33][CH3:34].[CH3:35][CH2:36][N:37]=[C:38]=[N:39][CH2:40][CH2:41][CH2:42][N:43]([CH3:44])[CH3:45].[O:56]=[CH:57][N:58]([CH3:59])[CH3:60].[OH:1][C:2]([CH3:3])([CH3:4])[c:5]1[cH:6][cH:7][c:8]([C:9](=[O:10])[NH:11][c:12]2[n:13][c:14]3[n:15]([c:16]([N:18]4[CH2:19][CH:20]([C:24](=[O:25])[OH:26])[CH2:21][CH2:22][CH2:23]4)[cH:17]2)[n:27][cH:28][cH:29]3)[cH:30][cH:31]1.[OH:46][n:47]1[c:48]2[c:49]([cH:50][cH:51][cH:52][cH:53]2)[n:54][n:55]1>>[OH:1][C:2]([CH3:3])([CH3:4])[c:5]1[cH:6][cH:7][c:8]([C:9](=[O:10])[NH:11][c:12]2[n:13][c:14]3[n:15]([c:16]([N:18]4[CH2:19][CH:20]([C:24](=[O:26])[N:33]([CH3:32])[CH3:34])[CH2:21][CH2:22][CH2:23]4)[cH:17]2)[n:27][cH:28][cH:29]3)[cH:30][cH:31]1. Yields the product CN(C)C(=O)C1CCCN(c2cc(NC(=O)c3ccc(C(C)(C)O)cc3)nc3ccnn23)C1. The reactants are CNC, CCN=C=NCCCN(C)C, CN(C)C=O, CC(C)(O)c1ccc(C(=O)Nc2cc(N3CCCC(C(=O)O)C3)n3nccc3n2)cc1, On1nnc2ccccc21.